From a dataset of the Open Reaction Database (ORD), a public repository of structured organic reaction records. describe an organic reaction: reactants, conditions, products, and yield Solvent: C1CCOC1 (THF). Starting materials: NC=1C(=NC(=CC1C)C)NC1=CC=C(C=C1)CCNC(=O)NS(=O)(=O)C1=CC=C(C=C1)C (N-{[(2-{4-[(3-amino-4,6-dimethyl-2-pyridinyl)amino]phenyl}ethyl)amino]carbonyl}-4-methylbenzenesulfonamide), CN=C=S (methylisothiocyanate). Run at time 3 day. The product is CC1=C(C(=NC(=C1)C)NC1=CC=C(C=C1)CCNC(=O)NS(=O)(=O)C1=CC=C(C=C1)C)NC(=S)NC (N-{[(2-{4-[(4,6-dimethyl-{[(methylamino)carbonothioyl]amino}-2-pyridinyl)amino]phenyl}ethyl)amino]carbonyl}-4-methylbenzenesulfonamide). Procedure details: A mixture of N-{[(2-{4-[(3-amino-4,6-dimethyl-2-pyridinyl)amino]phenyl}ethyl)amino]carbonyl}-4-methylbenzenesulfonamide (300 mg , 0.66 mmol), methylisothiocyanate (56 □l, 0.86 mmol), and THF (6 ml) was stirred at room temperature for 3 days. The solvent was removed to give N-{[(2-{4-[(4,6-dimethyl-{[(methylamino)carbonothioyl]amino}-2-pyridinyl)amino]phenyl}ethyl)amino]carbonyl}-4-methylbenzenesulfonamide [MS (ESI) m/z: 527 ([M+H]+), 525 ([M−H]−)]. This was dissolved with MeCN (4 ml) and treated... RXN SMILES: [NH2:1][C:2]1[C:3]([NH:10][C:11]2[CH:16]=[CH:15][C:14]([CH2:17][CH2:18][NH:19][C:20]([NH:22][S:23]([C:26]3[CH:31]=[CH:30][C:29]([CH3:32])=[CH:28][CH:27]=3)(=[O:25])=[O:24])=[O:21])=[CH:13][CH:12]=2)=[N:4][C:5]([CH3:9])=[CH:6][C:7]=1[CH3:8].[CH3:33][N:34]=[C:35]=[S:36]>C1COCC1>[CH3:8][C:7]1[CH:6]=[C:5]([CH3:9])[N:4]=[C:3]([NH:10][C:11]2[CH:16]=[CH:15][C:14]([CH2:17][CH2:18][NH:19][C:20]([NH:22][S:23]([C:26]3[CH:27]=[CH:28][C:29]([CH3:32])=[CH:30][CH:31]=3)(=[O:25])=[O:24])=[O:21])=[CH:13][CH:12]=2)[C:2]=1[NH:1][C:35]([NH:34][CH3:33])=[S:36]. Reactants: P(=O)(Cl)(Cl)Cl (phosphorus oxychloride), C(=O)N(CC1=C(C=CC=C1)Cl)CCC1=CC(=C(C=C1)OC)OC (N-Formyl-N(2-chlorobenzyl)-2(3,4-dimethoxyphenyl)-ethylamine), S(O)(O)(=O)=O (sulphuric acid). Run in C(C)(C)O (isopropanol), C1(=CC=CC=C1)C (toluene). The product is S(=O)(=O)(O)[O-].ClC1=C(C[N+]2=CC3=CC(=C(C=C3CC2)OC)OC)C=CC=C1 (2-(2-Chlorobenzyl)-6,7-dimethoxy-3,4-dihydroisoquinolinium hydrogensulphate). As a reaction SMILES: [CH:1]([N:3]([CH2:12][CH2:13][C:14]1[CH:19]=[CH:18][C:17]([O:20][CH3:21])=[C:16]([O:22][CH3:23])[CH:15]=1)[CH2:4][C:5]1[CH:10]=[CH:9][CH:8]=[CH:7][C:6]=1[Cl:11])=O.P(Cl)(Cl)(Cl)=O.[S:29](=[O:33])(=[O:32])([OH:31])[OH:30]>C1(C)C=CC=CC=1.C(O)(C)C>[S:29]([O-:33])([OH:32])(=[O:31])=[O:30].[Cl:11][C:6]1[CH:7]=[CH:8][CH:9]=[CH:10][C:5]=1[CH2:4][N+:3]1[CH2:12][CH2:13][C:14]2[C:19](=[CH:18][C:17]([O:20][CH3:21])=[C:16]([O:22][CH3:23])[CH:15]=2)[CH:1]=1 |f:5.6|. Procedure details: N-Formyl-N(2-chlorobenzyl)-2(3,4-dimethoxyphenyl)-ethylamine (12.1 g) are dissolved in toluene (50 ml), combined with phosphorus oxychloride (15.2 g=9 ml) and heated under reflux for 1.5 hours. The mixture is concentrated, the residue is mixed with ice, made alkaline with potassium carbonate and extracted with ethyl acetate. The ethyl acetate extract is concentrated by evaporation. The residue obtained is dissolved in isopropanol and mixed with conc. sulphuric acid (2 ml). After cooling, the mix... Reactants: B, C1CCOC1, C=CCC(c1cccc(Cl)c1)C(C)(NC(C)C)c1ccc(Cl)cc1, [Na+], C1CCOC1, [OH-], OO. Yields the product CC(C)NC(C)(c1ccc(Cl)cc1)C(CCCO)c1cccc(Cl)c1. RXN SMILES: [BH3:30].[CH2:35]1[O:36][CH2:37][CH2:38][CH2:39]1.[Cl:1][c:2]1[cH:3][c:4]([CH:8]([C:9]([CH3:10])([NH:11][CH:12]([CH3:13])[CH3:14])[c:15]2[cH:16][cH:17][c:18]([Cl:21])[cH:19][cH:20]2)[CH2:22][CH:23]=[CH2:24])[cH:5][cH:6][cH:7]1.[Na+:32].[O:25]1[CH2:26][CH2:27][CH2:28][CH2:29]1.[OH-:31].[OH:33][OH:34]>>[Cl:1][c:2]1[cH:3][c:4]([CH:8]([C:9]([CH3:10])([NH:11][CH:12]([CH3:13])[CH3:14])[c:15]2[cH:16][cH:17][c:18]([Cl:21])[cH:19][cH:20]2)[CH2:22][CH2:23][CH2:24][OH:25])[cH:5][cH:6][cH:7]1. Reactants: N=NC=NN (formazan), C([O-])([O-])=O.[K+].[K+] (Potassium carbonate), C(C=1C(O)=CC=CC1)=O (salicylaldehyde), C(C=C)Br (allyl bromide). Product: desired product, C(C=C)OC1=C(C=O)C=CC=C1 (2-allyloxy-benzaldehyde). As a reaction SMILES: N=NC=NN.C(=O)([O-])[O-].[K+].[K+].[CH:12](=[O:20])[C:13]1[C:14](=[CH:16][CH:17]=[CH:18][CH:19]=1)[OH:15].[CH2:21](Br)[CH:22]=[CH2:23]>>[CH2:23]([O:15][C:14]1[CH:16]=[CH:17][CH:18]=[CH:19][C:13]=1[CH:12]=[O:20])[CH:22]=[CH2:21] |f:1.2.3|. Procedure details: Synthesis of formazan monomer used copolymers E34, E35, E36, E37 of table 1, infra. ##STR6## Potassium carbonate (24.0 g, 173.9 mmol) was added to an ethanolic solution containing salicylaldehyde (19.0 g, 155.7 mmol) an allyl bromide (22.0 g, 181.8 mmol). The resulting suspension was heated to reflux overnight. The precipitated inorganic salt was filtered off. The filtrate was evaporated under reduced pressure to give the desired product, 2-allyloxy-benzaldehyde. The reactants are ClC=1C(=C(C=CC1)[C@H]1[C@@H](N[C@H]([C@]1(C#N)C1=C(C=C(C=C1)Cl)F)CC(C)(C)C)C(=O)NC1=NC=C(C=C1)I)F ((2R,3S,4R,5S)-3-(3-chloro-2-fluorophenyl)-4-(4-chloro-2-fluorophenyl)-4-cyano-N-(5-iodopyridin-2-yl)-5-neopentylpyrrolidine-2-carboxamide), CN(C)C=O (DMF), O (water), C([O-])([O-])=O.[K+].[K+] (Potassium carbonate). Reagents/catalysts: C(C)(=O)[O-].[Pd+2].C(C)(=O)[O-] (palladium(II) acetate). Run at temperature 70 celsius, time 8 hour. The product is ClC1=CC(=C(C=C1)[C@@]1([C@H]([C@@H](N[C@H]1CC(C)(C)C)C(=O)NC=1C=CC(=NC1)C(=O)O)C1=C(C(=CC=C1)Cl)F)C#N)F (5-{[(2R,3S,4R,5S)-4-(4-Chloro-2-fluoro-phenyl)-3-(3-chloro-2-fluoro-phenyl)-4-cyano-5-(2,2-dimethyl-propyl)-pyrrolidine-2-carbonyl]-amino}-pyridine-2-carboxylic acid). As a reaction SMILES: [Cl:1][C:2]1[C:3]([F:38])=[C:4]([C@@H:8]2[C@:12]([C:15]3[CH:20]=[CH:19][C:18]([Cl:21])=[CH:17][C:16]=3[F:22])([C:13]#[N:14])[C@H:11]([CH2:23][C:24]([CH3:27])([CH3:26])[CH3:25])[NH:10][C@H:9]2[C:28]([NH:30][C:31]2[CH:36]=[CH:35]C(I)=CN=2)=O)[CH:5]=[CH:6][CH:7]=1.C[N:40]([CH:42]=O)[CH3:41].[C:44](=O)([O-:46])[O-:45].[K+].[K+].[OH2:50]>C([O-])(=O)C.[Pd+2].C([O-])(=O)C>[Cl:21][C:18]1[CH:19]=[CH:20][C:15]([C@@:12]2([C:13]#[N:14])[C@H:11]([CH2:23][C:24]([CH3:25])([CH3:27])[CH3:26])[NH:10][C@@H:9]([C:28]([NH:30][C:31]3[CH:36]=[CH:35][C:41]([C:44]([OH:46])=[O:45])=[N:40][CH:42]=3)=[O:50])[C@@H:8]2[C:4]2[CH:5]=[CH:6][CH:7]=[C:2]([Cl:1])[C:3]=2[F:38])=[C:16]([F:22])[CH:17]=1 |f:2.3.4,6.7.8|. Procedure: In a 50 ml pressure tube, (2R,3S,4R,5S)-3-(3-chloro-2-fluorophenyl)-4-(4-chloro-2-fluorophenyl)-4-cyano-N-(5-iodopyridin-2-yl)-5-neopentylpyrrolidine-2-carboxamide (100 mg, 149 μmol, Eq: 1.00) was combined with DMF (4 ml) and water (200 μl). Potassium carbonate (41.3 mg, 299 μmol, Eq: 2) was added. The mixture was bubbled with nitrogen and then palladium(II) acetate (4 mg, 17.8 μmol, Eq: 0.119) was added. The tube was subjected to CO atmosphere at 40 PSI and stirred overnight at 70° C. Reactants: C1(=CC=CC=C1)CCCOS(=O)(=O)C(F)(F)F (3-phenyl-1-(trifluoromethanesulfonyloxy)propane), C(C1=CC=CC=C1)SC1CC(N1)=O (4-(benzylthio)azetidin-2-one), [H-].[Na+] (NaH), ice water. Run in C1CCOC1 (THF), C1CCOC1 (THF), C1CCOC1 (THF). Reaction conditions: time 1 hour. Product: C(C1=CC=CC=C1)SC1CC(N1CCCC1=CC=CC=C1)=O (4-(Benzylthio)-1-(3-phenylpropyl)azetidin-2-one). Yield: 81.7%. Reaction SMILES: [CH2:1]([S:8][CH:9]1[NH:12][C:11](=[O:13])[CH2:10]1)[C:2]1[CH:7]=[CH:6][CH:5]=[CH:4][CH:3]=1.[H-].[Na+].[C:16]1([CH2:22][CH2:23][CH2:24]OS(C(F)(F)F)(=O)=O)[CH:21]=[CH:20][CH:19]=[CH:18][CH:17]=1>C1COCC1>[CH2:1]([S:8][CH:9]1[N:12]([CH2:24][CH2:23][CH2:22][C:16]2[CH:21]=[CH:20][CH:19]=[CH:18][CH:17]=2)[C:11](=[O:13])[CH2:10]1)[C:2]1[CH:3]=[CH:4][CH:5]=[CH:6][CH:7]=1 |f:1.2|. Procedure: A solution of 4-(benzylthio)azetidin-2-one (1.1 g, 5.5 mmol) in dry THF (10 ml) was added dropwise over 10 minutes to a suspension of NaH (0.13 g, 5.6 mmol) in dry THF (5 ml) at -20° C. under a N2 atmosphere. A solution of 3-phenyl-1-(trifluoromethanesulfonyloxy)propane (1.5 g, 5.6 mmol) in dry THF (10 ml) was added dropwise over 10 minutes at -55° C. After stirring for 1 hour, the mixture was poured into ice/water (50 g), filtered through hyflo, the THF evaporated under reduced pressure and the... The reactants are CC(C)(C)OC(=O)CC1CC(CO)OC(C)(C)O1, CN(C)c1ccncc1, CCN(C(C)C)C(C)C, ClCCl, Cc1ccc(S(=O)(=O)Cl)cc1. Product: Cc1ccc(S(=O)(=O)OCC2CC(CC(=O)OC(C)(C)C)OC(C)(C)O2)cc1. Reaction SMILES: [C:1]([CH3:2])([CH3:3])([CH3:4])[O:5][C:6]([CH2:7][CH:8]1[O:9][C:10]([CH3:16])([CH3:17])[O:11][CH:12]([CH2:14][OH:15])[CH2:13]1)=[O:18].[CH3:39][N:40]([CH3:41])[c:42]1[cH:43][cH:44][n:45][cH:46][cH:47]1.[CH:19]([N:20]([CH2:21][CH3:22])[CH:23]([CH3:24])[CH3:25])([CH3:26])[CH3:27].[Cl:48][CH2:49][Cl:50].[c:28]1([CH3:38])[cH:29][cH:30][c:31]([S:34](=[O:35])(=[O:36])[Cl:37])[cH:32][cH:33]1>>[C:1]([CH3:2])([CH3:3])([CH3:4])[O:5][C:6]([CH2:7][CH:8]1[O:9][C:10]([CH3:16])([CH3:17])[O:11][CH:12]([CH2:14][O:15][S:34]([c:31]2[cH:30][cH:29][c:28]([CH3:38])[cH:33][cH:32]2)(=[O:35])=[O:36])[CH2:13]1)=[O:18]. Reactants: C(C)(C)(C)C=1N=C(C=2C(N1)=NN(N2)CC)N2CC(CC2)(F)F (5-tert-Butyl-7-(3,3-difluoro-pyrrolidin-1-yl)-2-ethyl-2H-[1,2,3]triazolo[4,5-d]pyrimidine), C(C)(C)(C)C=1N=C(C2=C(N1)NN=N2)N2CC(CC2)(F)F (5-tert-butyl-7-(3,3-difluoropyrrolidin-1-yl)-3H-[1,2,3]triazolo[4,5-d]pyrimidine), ClCC1=NOC(=N1)C (3-(chloromethyl)-5-methyl-1,2,4-oxadiazole). The product is C(C)(C)(C)C=1N=C(C=2C(N1)=NN(N2)CC2=NOC(=N2)C)N2CC(CC2)(F)F (5-tert-Butyl-7-(3,3-difluoro-pyrrolidin-1-yl)-2-(5-methyl-[1,2,4]oxadiazol-3-ylmethyl)-2H-[1,2,3]triazolo[4,5-d]pyrimidine). Reaction SMILES: [C:1]([C:5]1[N:6]=[C:7]([N:16]2[CH2:20][CH2:19][C:18]([F:22])([F:21])[CH2:17]2)[C:8]2[C:9](=[N:11][N:12]([CH2:14][CH3:15])[N:13]=2)[N:10]=1)([CH3:4])([CH3:3])[CH3:2].C(C1N=C(N2CCC(F)(F)C2)C2N=NNC=2N=1)(C)(C)C.ClCC1[N:49]=[C:48]([CH3:50])[O:47][N:46]=1>>[C:1]([C:5]1[N:6]=[C:7]([N:16]2[CH2:20][CH2:19][C:18]([F:21])([F:22])[CH2:17]2)[C:8]2[C:9](=[N:11][N:12]([CH2:14][C:15]3[N:49]=[C:48]([CH3:50])[O:47][N:46]=3)[N:13]=2)[N:10]=1)([CH3:2])([CH3:3])[CH3:4]. Procedure: In analogy to the procedure described for the synthesis of 5-tert-butyl-7-(3,3-difluoro-pyrrolidin-1-yl)-2-ethyl-2H-[1,2,3]triazolo[4,5-d]pyrimidine (example 3, step b), the title compound was prepared from 5-tert-butyl-7-(3,3-difluoropyrrolidin-1-yl)-3H-[1,2,3]triazolo[4,5-d]pyrimidine and 3-(chloromethyl)-5-methyl-1,2,4-oxadiazole and isolated as yellow gum. MS (m/e): 379.3 (MH+). Reactants: C1CCOC1, CC1(C)OCc2cc(C3CN(CCCCCCOCCC#Cc4cccc(S(N)(=O)=O)c4)C(=O)O3)ccc2O1, O=[Pt]. Yields the product CC1(C)OCc2cc(C3CN(CCCCCCOCCCCc4cccc(S(N)(=O)=O)c4)C(=O)O3)ccc2O1. As a reaction SMILES: [CH2:40]1[O:41][CH2:42][CH2:43][CH2:44]1.[CH3:1][C:2]1([CH3:39])[O:3][CH2:4][c:5]2[c:6]([cH:8][cH:9][c:10]([CH:12]3[CH2:13][N:14]([CH2:18][CH2:19][CH2:20][CH2:21][CH2:22][CH2:23][O:24][CH2:25][CH2:26][C:27]#[C:28][c:29]4[cH:30][c:31]([S:35](=[O:36])(=[O:37])[NH2:38])[cH:32][cH:33][cH:34]4)[C:15](=[O:17])[O:16]3)[cH:11]2)[O:7]1.[Pt:45]=[O:46]>>[CH3:1][C:2]1([CH3:39])[O:3][CH2:4][c:5]2[c:6]([cH:8][cH:9][c:10]([CH:12]3[CH2:13][N:14]([CH2:18][CH2:19][CH2:20][CH2:21][CH2:22][CH2:23][O:24][CH2:25][CH2:26][CH2:27][CH2:28][c:29]4[cH:30][c:31]([S:35](=[O:36])(=[O:37])[NH2:38])[cH:32][cH:33][cH:34]4)[C:15](=[O:17])[O:16]3)[cH:11]2)[O:7]1.